Dataset: the Open Reaction Database (ORD), a public repository of structured organic reaction records. Task: describe an organic reaction: reactants, conditions, products, and yield The reactants are C(C)NC(=O)NC1=CC=C(C=C1)C=1N=C(C2=C(N1)CNCC2)N2[C@H](COCC2)C ((S)-1-ethyl-3-(4-(4-(3-methylmorpholino)-5,6,7,8-tetrahydropyrido[3,4-d]pyrimidin-2-yl)phenyl)urea), C(#N)C1=CC(=NC=C1)Cl (4-cyano-2-chloropyridin). The product is C(#N)C1=CC(=NC=C1)N1CC=2N=C(N=C(C2CC1)N1[C@H](COCC1)C)C1=CC=C(C=C1)NC(=O)NCC ((S)-1-(4-(7-(4-cyanopyridin-2-yl)-4-(3-methylmorpholino)-5,6,7,8-tetrahydropyrido[3,4-d]pyrimidin-2-yl)phenyl)-3-ethylurea). Reaction SMILES: [CH2:1]([NH:3][C:4]([NH:6][C:7]1[CH:12]=[CH:11][C:10]([C:13]2[N:14]=[C:15]([N:23]3[CH2:28][CH2:27][O:26][CH2:25][C@@H:24]3[CH3:29])[C:16]3[CH2:22][CH2:21][NH:20][CH2:19][C:17]=3[N:18]=2)=[CH:9][CH:8]=1)=[O:5])[CH3:2].[C:30]([C:32]1[CH:37]=[CH:36][N:35]=[C:34](Cl)[CH:33]=1)#[N:31]>>[C:30]([C:32]1[CH:37]=[CH:36][N:35]=[C:34]([N:20]2[CH2:21][CH2:22][C:16]3[C:15]([N:23]4[CH2:28][CH2:27][O:26][CH2:25][C@@H:24]4[CH3:29])=[N:14][C:13]([C:10]4[CH:9]=[CH:8][C:7]([NH:6][C:4]([NH:3][CH2:1][CH3:2])=[O:5])=[CH:12][CH:11]=4)=[N:18][C:17]=3[CH2:19]2)[CH:33]=1)#[N:31]. Procedure details: Compound ei was prepared according to the procedure described in Example 2 by reacting (S)-1-ethyl-3-(4-(4-(3-methylmorpholino)-5,6,7,8-tetrahydropyrido[3,4-d]pyrimidin-2-yl)phenyl)urea with 4-cyano-2-chloropyridin. LC-MS: m/z=+499 (M+H)+. The reactants are NCC1=NOC(=N1)C=1N=CN2C1CN(C(C1=C2C=CC=C1Cl)=O)C (3-(3-aminomethyl-1,2,4-oxadiazol-5-yl)-7-chloro-5,6-dihydro-5-methyl-4H-imidazo[1,5-a][1,4]benzodiazepin-6-one), C(C)N(C(C)C)C(C)C (N-ethyldiisopropylamine), BrCC=1C(=CC=CC1)CBr (α,α'-dibromo-o-xylene). Solvent: CN(C=O)C (N,N-dimethylformamide). Product: ClC1=CC=CC2=C1C(N(CC=1N2C=NC1C1=NC(N(O1)C)N1CC2=CC=CC=C2C1)C)=O (7-chloro-5,6-dihydro-3-(3-isoindolin-2-yl-methyl-1,2,4-oxadiazol-5-yl)-5-methyl-4H-imidazo[1,5-a][1,4]-benzodiazepin-6-one). The yield is 34.8%. RXN SMILES: NC[C:3]1[N:7]=[C:6]([C:8]2[N:9]=[CH:10][N:11]3[C:17]4[CH:18]=[CH:19][CH:20]=[C:21]([Cl:22])[C:16]=4[C:15](=[O:23])[N:14]([CH3:24])[CH2:13][C:12]=23)[O:5][N:4]=1.[CH2:25]([N:27](C(C)C)C(C)C)C.Br[CH2:35][C:36]1[C:37]([CH2:42]Br)=[CH:38][CH:39]=[CH:40][CH:41]=1>CN(C)C=O>[Cl:22][C:21]1[C:16]2[C:15](=[O:23])[N:14]([CH3:24])[CH2:13][C:12]3[N:11]([CH:10]=[N:9][C:8]=3[C:6]3[O:5][N:27]([CH3:25])[CH:3]([N:4]4[CH2:42][C:37]5[C:36](=[CH:41][CH:40]=[CH:39][CH:38]=5)[CH2:35]4)[N:7]=3)[C:17]=2[CH:18]=[CH:19][CH:20]=1. Procedure details: 3.44 g (10 mmol) of 3-(3-aminomethyl-1,2,4-oxadiazol-5-yl)-7-chloro-5,6-dihydro-5-methyl-4H-imidazo[1,5-a][1,4]benzodiazepin-6-one, 30 ml of N,N-dimethylformamide, 3.7 ml (22 mmol) of N-ethyldiisopropylamine and 2.9 g (11 mmol) of α,α'-dibromo-o-xylene were stirred at room temperature for 6 hours. After evaporating the solvent the residue was chromatographed on 230 g of silica gel while eluting with ethyl acetate. The uniform fractions were evaporated. There were obtained 1.56 g (35%) of 7-chlor...